This data is from the Open Reaction Database (ORD), a public repository of structured organic reaction records. The task is: describe an organic reaction: reactants, conditions, products, and yield Starting materials: N=1N=CN(C1)C1=CC=C(C=C1)NN (4-(1,2,4-triazol-4-yl)phenylhydrazine), O1CCCC=C1 (dihydropyran), Cl (hydrochloric acid). Run in O1CCOCC1 (dioxan). The product is N=1N=CN(C1)C=1C=C2C(=CNC2=CC1)CCCO (3-[5-(1,2,4-Triazol-4-yl)-1H-indol-3-yl]propan-1-ol). Yield: 29.6%. Reaction SMILES: [N:1]1[N:2]=[CH:3][N:4]([C:6]2[CH:11]=[CH:10][C:9]([NH:12]N)=[CH:8][CH:7]=2)[CH:5]=1.[O:14]1[CH:19]=[CH:18][CH2:17][CH2:16][CH2:15]1.Cl>O1CCOCC1>[N:1]1[N:2]=[CH:3][N:4]([C:6]2[CH:11]=[C:10]3[C:9](=[CH:8][CH:7]=2)[NH:12][CH:19]=[C:18]3[CH2:17][CH2:16][CH2:15][OH:14])[CH:5]=1. Procedure: A solution of 4-(1,2,4-triazol-4-yl)phenylhydrazine (prepared as described in WO 94/03446, Example 1) (25 g, 143 mmol) in dioxan (250 ml) was treated with dihydropyran (24 g, 286 mmol) followed by 1 M hydrochloric acid (150 ml) and heated at reflux for 18 hours. The reaction mixture was evaporated with toluene then reevaporated. Inorganic solids were removed by treating the residue with a mixture of methanol and acetonitrile. The mother liquors were purified by column chromatography on silica us... The reactants are ClC1=C(C=CC=C1)C1=NCC=2N(C3=C1C=C(S3)CC(=O)O)C(=NN2)C ([4-(2-chlorophenyl)-9-methyl-6H-thieno[3,2-f][1,2,4]-triazolo[4,3-a][1,4]diazepin-2-yl]-methane carboxylic acid), C(=O)(N1C=NC=C1)N1C=NC=C1 (1,1'-carbonyldiimidazole), N1CCOCC1 (morpholine). The solvent is O1CCCC1 (tetrahydrofuran). Conditions: time 8 hour. The product is ClC1=C(C=CC=C1)C1=NCC=2N(C3=C1C=C(S3)CC(=O)N3CCOCC3)C(=NN2)C ([4-(2-Chlorophenyl)-9-methyl-6H-thieno[3,2-f][1,2,4]triazolo-[4,3-a][1,4]-diazepin-2-yl]-methane carboxylic acid morpholide). Isolated yield 39.4%. Reaction SMILES: [Cl:1][C:2]1[CH:7]=[CH:6][CH:5]=[CH:4][C:3]=1[C:8]1[C:14]2[CH:15]=[C:16]([CH2:18][C:19]([OH:21])=O)[S:17][C:13]=2[N:12]2[C:22]([CH3:25])=[N:23][N:24]=[C:11]2[CH2:10][N:9]=1.C(N1C=CN=C1)(N1C=CN=C1)=O.[NH:38]1[CH2:43][CH2:42][O:41][CH2:40][CH2:39]1>O1CCCC1>[Cl:1][C:2]1[CH:7]=[CH:6][CH:5]=[CH:4][C:3]=1[C:8]1[C:14]2[CH:15]=[C:16]([CH2:18][C:19]([N:38]3[CH2:43][CH2:42][O:41][CH2:40][CH2:39]3)=[O:21])[S:17][C:13]=2[N:12]2[C:22]([CH3:25])=[N:23][N:24]=[C:11]2[CH2:10][N:9]=1. Procedure: Here, [4-(2-chlorophenyl)-9-methyl-6H-thieno[3,2-f][1,2,4]-triazolo[4,3-a][1,4]diazepin-2-yl]-methane carboxylic acid (20 g, 0.054 mol), tetrahydrofuran (500 ml) and 1,1'-carbonyldiimidazole (10 g) are stirred for 1 hour at ambient temperature and the solution, now clear, is mixed with morpholine (0.06 mol, 5.2 g). After stirring overnight at ambient temperature, evaporation, taking up in methylene chloride, washing with sodium bicarbonate solution and filtering through a column of SiO2, the tit...